From a dataset of the Open Reaction Database (ORD), a public repository of structured organic reaction records. describe an organic reaction: reactants, conditions, products, and yield The reactants are [H-].[Na+] (sodium hydride), SC1=CC=C(C(=O)OC)C=C1 (methyl 4-mercaptobenzoate), 710, ClC(CN1C=NC=C1)C1=CC(=CC=C1)OC (1-[2-chloro-2-(3-methoxyphenyl)ethyl]imidazole). Solvent: CN(C=O)C (dimethylformamide), CN(C=O)C (dimethylformamide). Conditions: time 30 minute. Product: COC=1C=C(C=CC1)C(CN1C=NC=C1)SC1=CC=C(C(=O)OC)C=C1 (Methyl 4-[1-(3-methoxyphenyl)-2-(imidazol-1-yl)ethylthio]benzoate). As a reaction SMILES: [H-].[Na+].[SH:3][C:4]1[CH:13]=[CH:12][C:7]([C:8]([O:10][CH3:11])=[O:9])=[CH:6][CH:5]=1.Cl[CH:15]([C:22]1[CH:27]=[CH:26][CH:25]=[C:24]([O:28][CH3:29])[CH:23]=1)[CH2:16][N:17]1[CH:21]=[CH:20][N:19]=[CH:18]1>CN(C)C=O>[CH3:29][O:28][C:24]1[CH:23]=[C:22]([CH:15]([S:3][C:4]2[CH:5]=[CH:6][C:7]([C:8]([O:10][CH3:11])=[O:9])=[CH:12][CH:13]=2)[CH2:16][N:17]2[CH:21]=[CH:20][N:19]=[CH:18]2)[CH:27]=[CH:26][CH:25]=1 |f:0.1|. Reported procedure: 144 mg of a 55% w/w suspension of sodium hydride in mineral oil were added, whilst ice-cooling, to a solution of 555 mg of methyl 4-mercaptobenzoate in 4 ml of dry dimethylformamide, and the resulting mixture was stirred at room temperature for 30 minutes. A solution of 710 of 1-[2-chloro-2-(3-methoxyphenyl)ethyl]imidazole in 3 ml of dry dimethylformamide was added to this solution, and the reaction mixture was heated at 60°-70° C. for 5.5 hours. At the end of this time, the resulting mixture wa... Starting materials: BrC=1C=C(N)C=CC1 (3-bromoaniline), CC(C)(C#C)O (2-methyl-3-butyn-2-ol), C(C1=CC=CC=C1)=O (benzaldehyde), [OH-].[Na+] (NaOH), C(C1=CC=CC=C1)(=O)O (benzoic acid). The reagents and catalysts are Cl[Pd]([P](C1=CC=CC=C1)(C2=CC=CC=C2)C3=CC=CC=C3)([P](C4=CC=CC=C4)(C5=CC=CC=C5)C6=CC=CC=C6)Cl (dichlorobis(triphenylphosphine)palladium), C1(=CC=CC=C1)P(C1=CC=CC=C1)C1=CC=CC=C1 (triphenylphosphine). Solvent: C1(=CC=CC=C1)C (toluene), C(C)N(CC)CC (triethylamine). Reaction conditions: temperature 80 celsius. Yields the product CC(O)C.NC=1C=C(C=CC1)C#C (3-aminophenylacetylene dimethylcarbinol). RXN SMILES: Br[C:2]1[CH:3]=[C:4]([CH:6]=[CH:7][CH:8]=1)[NH2:5].[CH3:9][C:10]([OH:14])(C#C)[CH3:11].[CH:15](=O)[C:16]1C=CC=CC=1.C(O)(=O)C1C=CC=CC=1.[OH-].[Na+]>Cl[Pd](Cl)([P](C1C=CC=CC=1)(C1C=CC=CC=1)C1C=CC=CC=1)[P](C1C=CC=CC=1)(C1C=CC=CC=1)C1C=CC=CC=1.C1(P(C2C=CC=CC=2)C2C=CC=CC=2)C=CC=CC=1.C1(C)C=CC=CC=1.C(N(CC)CC)C>[CH3:9][CH:10]([CH3:11])[OH:14].[NH2:5][C:4]1[CH:3]=[C:2]([C:15]#[CH:16])[CH:8]=[CH:7][CH:6]=1 |f:4.5,10.11,^1:36,55|. Procedure details: A mixture of 3-bromoaniline (1.72 g, 10 mmol), 2-methyl-3-butyn-2-ol (1.1 g, 13 mmol), benzaldehyde (0.3 g, 2.8 mmol, containing some benzoic acid impurity), triethylamine (3 g), toluene (3 g), dichlorobis(triphenylphosphine)palladium (15 mg), and triphenylphosphine (80 mg) was deaerated by bubbling nitrogen and heated to 80° C. and treated with CuI (10 mg). This mixture was refluxed for 7 hours. The cooled reaction mixture was treated with aq NaOH (3 mL, 5 mM). The aqueous phase was separated a... The reactants are NC=1C2=C(N=CN1)NC(S2)=O (7-Aminothiazolo[4,5-d]pyrimidin-2(3H)-one), C(C)(=O)OC1[C@H](OC(C2=CC=CC=C2)=O)[C@H](OC(C2=CC=CC=C2)=O)[C@H](O1)COC(C1=CC=CC=C1)=O (1-O-acetyl-2,3,5-tri-O-benzoyl-D-ribofuranose), [Si](C)(C)(C)OS(=O)(=O)C(F)(F)F (TMS-triflate). Solvent: C[Si](C)(C)N[Si](C)(C)C (HMDS). Run at time 8 hour. Yields the product NC1=C2C(N(C=N1)[C@H]1[C@H](OC(C3=CC=CC=C3)=O)[C@H](OC(C3=CC=CC=C3)=O)[C@H](O1)COC(C1=CC=CC=C1)=O)=NC(S2)=O (7-Amino-4-(2,3,5-tri-O-benzoyl-β-D-ribofuranosyl)thiazolo[4,5-d]pyrimidin-2-one). Isolated yield 96.7%. RXN SMILES: [NH2:1][C:2]1[C:3]2[S:10][C:9](=[O:11])[NH:8][C:4]=2[N:5]=[CH:6][N:7]=1.C(O[CH:16]1[O:38][C@H:37]([CH2:39][O:40][C:41](=[O:48])[C:42]2[CH:47]=[CH:46][CH:45]=[CH:44][CH:43]=2)[C@@H:27]([O:28][C:29](=[O:36])[C:30]2[CH:35]=[CH:34][CH:33]=[CH:32][CH:31]=2)[C@H:17]1[O:18][C:19](=[O:26])[C:20]1[CH:25]=[CH:24][CH:23]=[CH:22][CH:21]=1)(=O)C.[Si](OS(C(F)(F)F)(=O)=O)(C)(C)C>C[Si](N[Si](C)(C)C)(C)C>[NH2:1][C:2]1[N:7]=[CH:6][N:5]([C@@H:16]2[O:38][C@H:37]([CH2:39][O:40][C:41](=[O:48])[C:42]3[CH:47]=[CH:46][CH:45]=[CH:44][CH:43]=3)[C@@H:27]([O:28][C:29](=[O:36])[C:30]3[CH:35]=[CH:34][CH:33]=[CH:32][CH:31]=3)[C@H:17]2[O:18][C:19](=[O:26])[C:20]2[CH:21]=[CH:22][CH:23]=[CH:24][CH:25]=2)[C:4]2=[N:8][C:9](=[O:11])[S:10][C:3]=12. Procedure: Compound 30 (460 mg, 2.7 mmol) was glycosylated in the same manner as that used to prepare 6, requiring HMDS (30 mL), benzoyl-blocked sugar (5: 1.5 g, 3.0 mmol), and TMS-triflate (0.76 mL, 3.9 mmol). The reaction mixture was allowed to stir overnight at room temperature and was then worked up as described for 6 to yield 1.6 g (95%) of 31 isolated as a foam: UV λmaxMeOH) 230 nm (ε), 310 (): 1H NMR (DMSO-d6 9 δ6.45 (d, J=2.73 Hz, 1H, C1,H), 7.4-8.0 (m, 15 H, benzoyl aromatics), 8.59 (s, 1H, C5H), ... The reactants are CC(Cl)CCCCCl, CN(C)C=O, O, N#CCc1ccsc1. Product: CC1CCCCC1(C#N)c1ccsc1. RXN SMILES: [Cl:9][CH2:10][CH2:11][CH2:12][CH2:13][CH:14]([CH3:15])[Cl:16].[O:17]=[CH:18][N:19]([CH3:20])[CH3:21].[OH2:22].[s:1]1[cH:2][c:3]([CH2:6][C:7]#[N:8])[cH:4][cH:5]1>>[s:1]1[cH:2][c:3]([C:6]2([C:7]#[N:8])[CH2:10][CH2:11][CH2:12][CH2:13][CH:14]2[CH3:15])[cH:4][cH:5]1. The reactants are C(C)(C)(C)OC(NC1=CC=C(C=C1)C1CCN(CC1)C(CN(C)C)=O)=O ({4-[1-(2-Dimethylamino-acetyl)-piperidin-4-yl]-phenyl}-carbamic acid tert-butyl ester), C(=O)(C(F)(F)F)O (TFA). Run in C(Cl)Cl (CH2Cl2). Conditions: time 1 hour. Yields the product NC1=CC=C(C=C1)C1CCN(CC1)C(CN(C)C)=O (1-[4-(4-amino-phenyl)-piperidin-1-yl]-2-dimethylamino-ethanone). Isolated yield 58.5%. As a reaction SMILES: C(OC(=O)[NH:7][C:8]1[CH:13]=[CH:12][C:11]([CH:14]2[CH2:19][CH2:18][N:17]([C:20](=[O:25])[CH2:21][N:22]([CH3:24])[CH3:23])[CH2:16][CH2:15]2)=[CH:10][CH:9]=1)(C)(C)C.C(O)(C(F)(F)F)=O>C(Cl)Cl>[NH2:7][C:8]1[CH:13]=[CH:12][C:11]([CH:14]2[CH2:15][CH2:16][N:17]([C:20](=[O:25])[CH2:21][N:22]([CH3:23])[CH3:24])[CH2:18][CH2:19]2)=[CH:10][CH:9]=1. Reported procedure: {4-[1-(2-Dimethylamino-acetyl)-piperidin-4-yl]-phenyl}-carbamic acid tert-butyl ester (0.72 mmol) was diluted in CH2Cl2 (3 mL) and TFA (3 mL) was added. After 1 h, the reaction mixture was concentrated. Water (2 mL) was added and the solution was frozen and lyophilized overnight to provide (0.11 g) (59%) of 1-[4-(4-amino-phenyl)-piperidin-1-yl]-2-dimethylamino-ethanone. 1H NMR (TFA salt) (400 MHz, CDCl3) δ (ppm): 10.54 (s, 1H), 7.52 (d, 2H, J=8.5 Hz), 7.20 (d, 2H, J=8.5 Hz), 4.10 (s, 2H), 3.34-3... Reactants: COc1ccc(CSC2CC(CCC(=O)c3ccc(F)cc3)N(C(=O)OC(C)(C)C)C2)cc1, ClCCl, O=C(O)C(F)(F)F. The product is COc1ccc(CSC2CNC(CCC(=O)c3ccc(F)cc3)C2)cc1. Reaction SMILES: [C:1]([O:2][C:3](=[O:4])[N:8]1[CH:9]([CH2:23][CH2:24][C:25](=[O:26])[c:27]2[cH:28][cH:29][c:30]([F:33])[cH:31][cH:32]2)[CH2:10][CH:11]([S:13][CH2:14][c:15]2[cH:16][cH:17][c:18]([O:21][CH3:22])[cH:19][cH:20]2)[CH2:12]1)([CH3:5])([CH3:6])[CH3:7].[Cl:41][CH2:42][Cl:43].[F:34][C:35]([F:36])([F:37])[C:38]([OH:39])=[O:40]>>[NH:8]1[CH:9]([CH2:23][CH2:24][C:25](=[O:26])[c:27]2[cH:28][cH:29][c:30]([F:33])[cH:31][cH:32]2)[CH2:10][CH:11]([S:13][CH2:14][c:15]2[cH:16][cH:17][c:18]([O:21][CH3:22])[cH:19][cH:20]2)[CH2:12]1.